From a dataset of the Open Reaction Database (ORD), a public repository of structured organic reaction records. describe an organic reaction: reactants, conditions, products, and yield RXN SMILES: [CH:1]1([C:7]([N:9]2[CH2:14][CH2:13][NH:12][CH2:11][CH2:10]2)=[O:8])[CH2:6][CH2:5][CH:4]=[CH:3][CH2:2]1.Cl[C:16]1[N:25]=[C:24]([NH2:26])[C:23]2[C:18](=[CH:19][C:20]([O:29][CH3:30])=[C:21]([O:27][CH3:28])[CH:22]=2)[N:17]=1>>[NH2:26][C:24]1[C:23]2[C:18](=[CH:19][C:20]([O:29][CH3:30])=[C:21]([O:27][CH3:28])[CH:22]=2)[N:17]=[C:16]([N:12]2[CH2:11][CH2:10][N:9]([C:7]([CH:1]3[CH2:6][CH2:5][CH:4]=[CH:3][CH2:2]3)=[O:8])[CH2:14][CH2:13]2)[N:25]=1. The reactants are C1(CC=CCC1)C(=O)N1CCNCC1 (N-(3-cyclohexenylcarbonyl)piperazine), ClC1=NC2=CC(=C(C=C2C(=N1)N)OC)OC (2-chloro-4-amino-6,7-dimethoxyquinazoline). Yields the product NC1=NC(=NC2=CC(=C(C=C12)OC)OC)N1CCN(CC1)C(=O)C1CC=CCC1 (4-amino-2-[4-(3-cyclohexenylcarbonyl)-1-piperazinyl]-6,7-dimethoxyquinazoline). Reported procedure: N-(3-cyclohexenylcarbonyl)piperazine (7.65 g., 0.04 mole) and 2-chloro-4-amino-6,7-dimethoxyquinazoline (9.6 g., 0.04 mole) are reacted according to the procedure of Example 1(a). The crude product crystallized from methanol affords analytically pure 4-amino-2-[4-(3-cyclohexenylcarbonyl)-1-piperazinyl]-6,7-dimethoxyquinazoline, m.p. 211°-213° C. resolidifying and melting at 234.0° -236.0°C. (corr.). Starting materials: CCCCC1(N(C)C)CC=C(c2[nH]c3ccc(OC(F)(F)F)cc3c2C)CC1, CCO. Product: CCCCC1(N(C)C)CCC(c2[nH]c3ccc(OC(F)(F)F)cc3c2C)CC1. Reaction SMILES: [CH2:1]([CH2:2][CH2:3][CH3:4])[C:5]1([N:26]([CH3:27])[CH3:28])[CH2:6][CH:7]=[C:8]([c:11]2[nH:12][c:13]3[cH:14][cH:15][c:16]([O:21][C:22]([F:23])([F:24])[F:25])[cH:17][c:18]3[c:19]2[CH3:20])[CH2:9][CH2:10]1.[CH3:29][CH2:30][OH:31]>>[CH2:1]([CH2:2][CH2:3][CH3:4])[C:5]1([N:26]([CH3:27])[CH3:28])[CH2:6][CH2:7][CH:8]([c:11]2[nH:12][c:13]3[cH:14][cH:15][c:16]([O:21][C:22]([F:23])([F:24])[F:25])[cH:17][c:18]3[c:19]2[CH3:20])[CH2:9][CH2:10]1. The product is OC(COC1=CC=C(C=C1)N1C(C=CC1=O)=O)CO (N-(4-[2,3-dihydroxypropyl]oxyphenyl)maleimide). RXN SMILES: [O:1]1[CH2:18][CH:2]1[CH2:3][O:4][C:5]1[CH:10]=[CH:9][C:8]([N:11]2[C:15](=[O:16])[CH:14]=[CH:13][C:12]2=[O:17])=[CH:7][CH:6]=1.Cl(O)(=O)(=O)=[O:20].ClCCl.CO>CC(C)=O.O>[OH:20][CH:2]([CH2:18][OH:1])[CH2:3][O:4][C:5]1[CH:6]=[CH:7][C:8]([N:11]2[C:12](=[O:17])[CH:13]=[CH:14][C:15]2=[O:16])=[CH:9][CH:10]=1 |f:2.3|. Reactants: Cl(=O)(=O)(=O)O (perchloric acid), O1C(COC2=CC=C(C=C2)N2C(C=CC2=O)=O)C1 (N-(4-[2,3-epoxypropyl]oxyphenyl)maleimide), ClCCl.CO (dichloromethane methanol). Run at time 0.5 hour. Solvent: O (water), CC(=O)C (acetone). Procedure: To a suspension of N-(4-[2,3-epoxypropyl]oxyphenyl)maleimide (200 g, 0.816 mole) in 1360 ml of acetone was added perchloric acid (20 ml) in 660 ml of water. The reaction mixture was refluxed for 2 h, during which the solution became clear yellow (complete conversion on TLC, dichloromethane: methanol 90:10). After cooling, the acetone was removed under reduced pressure. Water was added to the resulting slurry which was stirred for 0.5 h. The solids were filtered off, washed with water and dissolv... Starting materials: ClC=1C=CC2=C(C(CCC=3N2C(NN3)=O)C3=C(C=CC=C3)F)C1 (8-chloro-6-(2-fluorophenyl)-2,4,5,6-tetrahydro-1H-s-triazolo[4,3-a][1]benzazepin-1-one), BrBr (bromine). The solvent is C(Cl)(Cl)(Cl)Cl (carbon tetrachloride). Run at time 2 hour. Product: ClC=1C=CC2=C(C(=CCC=3N2C(NN3)=O)C3=C(C=CC=C3)F)C1 (8-chloro-6-(2-fluorophenyl)-2,4-dihydro-1H-s-triazolo[4,3-a][1]benzazepin-1-one). As a reaction SMILES: [Cl:1][C:2]1[CH:3]=[CH:4][C:5]2[N:11]3[C:12](=[O:15])[NH:13][N:14]=[C:10]3[CH2:9][CH2:8][CH:7]([C:16]3[CH:21]=[CH:20][CH:19]=[CH:18][C:17]=3[F:22])[C:6]=2[CH:23]=1.BrBr>C(Cl)(Cl)(Cl)Cl>[Cl:1][C:2]1[CH:3]=[CH:4][C:5]2[N:11]3[C:12](=[O:15])[NH:13][N:14]=[C:10]3[CH2:9][CH:8]=[C:7]([C:16]3[CH:21]=[CH:20][CH:19]=[CH:18][C:17]=3[F:22])[C:6]=2[CH:23]=1. Procedure: A suspension of 660 mg of 8-chloro-6-(2-fluorophenyl)-2,4,5,6-tetrahydro-1H-s-triazolo[4,3-a][1]benzazepin-1-one in 150 ml of carbon tetrachloride is treated with 0.11 ml of bromine and heated to boiling while stirring for 2 hours while irradiating with a 500 W incandescent lamp. The solution is evaporated in vacuo. The residue is dissolved in chloroform and the solution is washed twice with saturated sodium hydrogen carbonate solution, dried and evaporated in vacuo. The residue is chromatograph...